Dataset: the Open Reaction Database (ORD), a public repository of structured organic reaction records. Task: describe an organic reaction: reactants, conditions, products, and yield The reactants are CCOC(C)=O, CCN, CCCCCC, O=C(Nc1cccc(C(F)(F)F)c1)C(Cl)c1ccccc1, [I-], [K+]. Yields the product CCNC(C(=O)Nc1cccc(C(F)(F)F)c1)c1ccccc1. Reaction SMILES: [C:27]([O:28][CH2:29][CH3:30])(=[O:31])[CH3:32].[CH3:22][CH2:23][NH2:24].[CH3:33][CH2:34][CH2:35][CH2:36][CH2:37][CH3:38].[F:1][C:2]([c:3]1[cH:4][c:5]([NH:9][C:10]([CH:11]([c:12]2[cH:13][cH:14][cH:15][cH:16][cH:17]2)[Cl:18])=[O:19])[cH:6][cH:7][cH:8]1)([F:20])[F:21].[I-:26].[K+:25]>>[F:1][C:2]([c:3]1[cH:4][c:5]([NH:9][C:10]([CH:11]([c:12]2[cH:13][cH:14][cH:15][cH:16][cH:17]2)[NH:24][CH2:23][CH3:22])=[O:19])[cH:6][cH:7][cH:8]1)([F:20])[F:21]. Starting materials: [NH4+].[Cl-] (NH4Cl), CC1=CC=C(C=C1)S(=O)(=O)OC[C@@H](O)[C@@H]1C[C@@H]2[C@@H](OC(O2)(C)C)O1 ([(2R)-2-[(3aR,5S,6aR)-2,2-dimethyl-3a,5,6,6a-tetrahydrofuro[2,3-d][1,3]dioxol-5-yl]-2-hydroxy-ethyl] 4-methylbenzenesulfonate), CC1=CC=C(C=C1)S(=O)(=O)OC[C@@H](O)[C@@H]1C[C@@H]2[C@@H](OC(O2)(C)C)O1 ([(2R)-2-[(3aR,5S,6aR)-2,2-dimethyl-3a,5,6,6a-tetrahydrofuro[2,3-d][1,3]dioxol-5-yl]-2-hydroxy-ethyl] 4-methylbenzenesulfonate), C[Si](C)(C)[N-][Si](C)(C)C.[K+] (potassium bis(trimethylsilyl)amide). Run in C1CCOC1 (THF). Conditions: temperature -70 celsius, time 1 hour. The product is CC1(O[C@H]2[C@@H](O1)O[C@@H](C2)[C@@H]2OC2)C ((3aR,5S,6aR)-2,2-dimethyl-5-[(2R)-oxiran-2-yl]-3a,5,6,6a-tetrahydrofuro[2,3-d][1,3]dioxole). Isolated yield 77.7%. Reaction SMILES: CC1C=CC(S(O[CH2:12][C@H:13]([C@H:15]2[O:24][C@@H:18]3[O:19][C:20]([CH3:23])([CH3:22])[O:21][C@@H:17]3[CH2:16]2)[OH:14])(=O)=O)=CC=1.C[Si]([N-][Si](C)(C)C)(C)C.[K+].[NH4+].[Cl-]>C1COCC1>[CH3:22][C:20]1([CH3:23])[O:19][C@H:18]2[O:24][C@H:15]([C@H:13]3[CH2:12][O:14]3)[CH2:16][C@H:17]2[O:21]1 |f:1.2,3.4|. Reported procedure: To a solution of [(2R)-2-[(3aR,5S,6aR)-2,2-dimethyl-3a,5,6,6a-tetrahydrofuro[2,3-d][1,3]dioxol-5-yl]-2-hydroxy-ethyl] 4-methylbenzenesulfonate (compound 6a, 100 g, 280 mmol) in anhydrous THF (1500 mL) cooled at −70° C. was added potassium bis(trimethylsilyl)amide (340 mL, 340 mmol, 1 M in THF) under N2 atmosphere. After being stirred at −70° C. for 1 hour, the reaction mixture was poured into saturated NH4Cl solution. The organic layer was separated and the aqueous phase was extracted with EtOAc...